This data is from the Open Reaction Database (ORD), a public repository of structured organic reaction records. The task is: describe an organic reaction: reactants, conditions, products, and yield Starting materials: CC1=CC=C(OC2CC(C(=O)NC2=O)C(=O)O)C=C1 (4-(4-methylphenoxy)carboxyglutarimide), BrN1C(CCC1=O)=O (N-bromosuccinimide). Reagents/catalysts: C(C1=CC=CC=C1)(=O)OOC(C1=CC=CC=C1)=O (benzoyl peroxide). The solvent is C(Cl)(Cl)(Cl)Cl (carbon tetrachloride). Product: BrCC1=CC=C(OC2CC(C(=O)NC2=O)C(=O)O)C=C1 (4-[4-(bromomethyl)phenoxy]carboxyglutarimide). Yield: 89.9%. RXN SMILES: [CH3:1][C:2]1[CH:19]=[CH:18][C:5]([O:6][CH:7]2[C:13](=[O:14])[NH:12][C:10](=[O:11])[CH:9]([C:15]([OH:17])=[O:16])[CH2:8]2)=[CH:4][CH:3]=1.[Br:20]N1C(=O)CCC1=O>C(Cl)(Cl)(Cl)Cl.C(OOC(=O)C1C=CC=CC=1)(=O)C1C=CC=CC=1>[Br:20][CH2:1][C:2]1[CH:3]=[CH:4][C:5]([O:6][CH:7]2[C:13](=[O:14])[NH:12][C:10](=[O:11])[CH:9]([C:15]([OH:17])=[O:16])[CH2:8]2)=[CH:18][CH:19]=1. Procedure details: A solution of 1.3 g (5.2 mmol) of 4-(4-methylphenoxy)carboxyglutarimide, 1.0 g (5.7 mmol) of N-bromosuccinimide and 0.02 g of benzoyl peroxide in 30 ml of carbon tetrachloride was refluxed for 16 hours, cooled to room temperature, evaporated and the residue dissolved in 200 ml of ethyl acetate. The EtOAc layer was washed with water, dried over Na2SO4 and evaporated to give 1.6 g of the crude product. Starting materials: ClC1=C(C(=CC=C1)F)C1=NN(C(N1)=O)C=1C=CC(=C(C(=O)O)C1)OC (5-[3-(2-chloro-6-fluorophenyl)-5-oxo-4,5-dihydro-1H-1,2,4-triazol-1-yl]-2-methoxybenzoic acid), FC(C1=C(C=CC=C1)C1(CC1)N)(F)F (1-[2-(trifluoromethyl)phenyl]cyclopropanamine), C(C)(C)N(CC)C(C)C (di-isopropyl ethyl amine), CN(C)C(=[N+](C)C)ON1C2=C(C=CC=C2)N=N1.[B-](F)(F)(F)F (TBTU). Run in C1CCOC1 (THF). Yields the product ClC1=C(C(=CC=C1)F)C1=NN(C(N1)=O)C=1C=CC(=C(C(=O)NC2(CC2)C2=C(C=CC=C2)C(F)(F)F)C1)OC (5-[3-(2-Chloro-6-fluorophenyl)-5-oxo-4,5-dihydro-1H-1,2,4-triazol-1-yl]-2-methoxy-N-{1-[2-(trifluoromethyl)phenyl]cyclopropyl}benzamide). The yield is 16.9%. Reaction SMILES: [Cl:1][C:2]1[CH:7]=[CH:6][CH:5]=[C:4]([F:8])[C:3]=1[C:9]1[NH:13][C:12](=[O:14])[N:11]([C:15]2[CH:16]=[CH:17][C:18]([O:24][CH3:25])=[C:19]([CH:23]=2)[C:20](O)=[O:21])[N:10]=1.C(N(C(C)C)CC)(C)C.CN(C(ON1N=NC2C=CC=CC1=2)=[N+](C)C)C.[B-](F)(F)(F)F.[F:57][C:58]([F:70])([F:69])[C:59]1[CH:64]=[CH:63][CH:62]=[CH:61][C:60]=1[C:65]1([NH2:68])[CH2:67][CH2:66]1>C1COCC1>[Cl:1][C:2]1[CH:7]=[CH:6][CH:5]=[C:4]([F:8])[C:3]=1[C:9]1[NH:13][C:12](=[O:14])[N:11]([C:15]2[CH:16]=[CH:17][C:18]([O:24][CH3:25])=[C:19]([CH:23]=2)[C:20]([NH:68][C:65]2([C:60]3[CH:61]=[CH:62][CH:63]=[CH:64][C:59]=3[C:58]([F:57])([F:69])[F:70])[CH2:67][CH2:66]2)=[O:21])[N:10]=1 |f:2.3|. Reported procedure: The title compound was prepared according to the procedure described in Example-17 by using 5-[3-(2-chloro-6-fluorophenyl)-5-oxo-4,5-dihydro-1H-1,2,4-triazol-1-yl]-2-methoxybenzoic acid (Intermediate-11, 0.100 g, 0.270 mmol), THF (5 mL), di-isopropyl ethyl amine (1.0 mL), TBTU (0.177 g, 0.540 mmol) and 1-[2-(trifluoromethyl)phenyl]cyclopropanamine (Intermediate-12, 0.066 g, 0.329 mmol) to afford 0.025 g of desired product. 1H NMR (300 MHz, DMSO d6): δ 1.26-1.28 (m, 4H), 3.91 (s, 3H), 7.24 (d, J=... Starting materials: CCOC(=O)C(=O)OCC, C1CCOC1, CC(C)[N-]C(C)C, [Li+], CCC(=NO)c1ccco1. Yields the product CCOC(=O)C(=O)C(C)C(=NO)c1ccco1. RXN SMILES: [C:19]([C:20]([O:22][CH2:21][CH3:23])=[O:24])(=[O:25])[O:26][CH2:27][CH3:28].[CH2:29]1[O:30][CH2:31][CH2:32][CH2:33]1.[CH3:12][CH:13]([N-:14][CH:15]([CH3:16])[CH3:17])[CH3:18].[Li+:11].[o:1]1[c:2]([C:6]([CH2:7][CH3:8])=[N:9][OH:10])[cH:3][cH:4][cH:5]1>>[o:1]1[c:2]([C:6]([CH:7]([CH3:8])[C:20]([C:19](=[O:25])[O:26][CH2:27][CH3:28])=[O:22])=[N:9][OH:10])[cH:3][cH:4][cH:5]1. Reaction SMILES: CS[C:3]1[N:8]=[C:7]([C:9]2[CH:14]=[CH:13][C:12]([Cl:15])=[CH:11][CH:10]=2)[C:6]([C:16]2[CH:21]=[CH:20][C:19]([Cl:22])=[CH:18][C:17]=2[Cl:23])=[CH:5][N:4]=1.[Cl:24][C:25]1[CH:26]=[C:27]([CH:30]=[CH:31][C:32]=1[Cl:33])[CH2:28][OH:29]>>[Cl:24][C:25]1[CH:26]=[C:27]([CH:30]=[CH:31][C:32]=1[Cl:33])[CH2:28][O:29][C:3]1[N:8]=[C:7]([C:9]2[CH:14]=[CH:13][C:12]([Cl:15])=[CH:11][CH:10]=2)[C:6]([C:16]2[CH:21]=[CH:20][C:19]([Cl:22])=[CH:18][C:17]=2[Cl:23])=[CH:5][N:4]=1. Reactants: CSC1=NC=C(C(=N1)C1=CC=C(C=C1)Cl)C1=C(C=C(C=C1)Cl)Cl (2-Methylthio-4-(4-chlorophenyl)-5-(2,4-dichlorophenyl)pyrimidine), ClC=1C=C(CO)C=CC1Cl (3,4-dichlorobenzyl alcohol). Yields the product ClC=1C=C(COC2=NC=C(C(=N2)C2=CC=C(C=C2)Cl)C2=C(C=C(C=C2)Cl)Cl)C=CC1Cl (2-(3,4-dichlorobenzyloxy)-4-(4-chlorophenyl)-5-(2,4-dichlorophenyl)pyrimidine). Procedure: 2-Methylthio-4-(4-chlorophenyl)-5-(2,4-dichlorophenyl)pyrimidine from Reference Example 3 was reacted with 3,4-dichlorobenzyl alcohol according to the procedure described in Example 59 to afford 2-(3,4-dichlorobenzyloxy)-4-(4-chlorophenyl)-5-(2,4-dichlorophenyl)pyrimidine (HRf): HPLC/MS: m/e=509 (M++1); Rt=5.14 min; 1H-NMR 400 MHz (CDCl3): δ 5.56 (s, 2H), 7.12 (d, J=9 Hz, 1H), 7.22-7.25 (m, 4H), 7.27-7.40 (m, 3H), 7.28 (m, 1H), 7.68 (d, J=2 Hz, 1H), 8.45 (s, 1H). The reactants are N1=CC=CC=C1 (pyridine), Cl (hydrochloric acid), O (water), COC1=CC=C2[C@H]([C@@H](COC2=C1)C1=CC=CC=C1)C1=CC=C(C=C1)OCCN1CCCC1 (trans-7-Methoxy-3-phenyl-4-{4-[2-(pyrrolidin-1-yl)ethoxy]phenyl}chromane). Solvent: [Cl-].[NH+]1=CC=CC=C1 (pyridinium chloride). Product: OC1=CC=C2[C@H]([C@@H](COC2=C1)C1=CC=CC=C1)C1=CC=C(C=C1)OCCN1CCCC1 ((±)-trans-7-Hydroxy-3-phenyl-4-(4-(2-pyrrolidinoethoxy)phenyl)chromane). RXN SMILES: C[O:2][C:3]1[CH:12]=[C:11]2[C:6]([C@@H:7]([C:19]3[CH:24]=[CH:23][C:22]([O:25][CH2:26][CH2:27][N:28]4[CH2:32][CH2:31][CH2:30][CH2:29]4)=[CH:21][CH:20]=3)[C@H:8]([C:13]3[CH:18]=[CH:17][CH:16]=[CH:15][CH:14]=3)[CH2:9][O:10]2)=[CH:5][CH:4]=1.N1C=CC=CC=1.Cl.O>[Cl-].[NH+]1C=CC=CC=1>[OH:2][C:3]1[CH:12]=[C:11]2[C:6]([C@@H:7]([C:19]3[CH:24]=[CH:23][C:22]([O:25][CH2:26][CH2:27][N:28]4[CH2:32][CH2:31][CH2:30][CH2:29]4)=[CH:21][CH:20]=3)[C@H:8]([C:13]3[CH:14]=[CH:15][CH:16]=[CH:17][CH:18]=3)[CH2:9][O:10]2)=[CH:5][CH:4]=1 |f:4.5|. Procedure: trans-7-Methoxy-3-phenyl-4-{4-[2-(pyrrolidin-1-yl)ethoxy]phenyl}chromane (2 g) was dissolved in melted pyridinium chloride, prepared from a mixture of pyridine (10 ml) and conc. hydrochloric acid where the water has been removed by distillation at 140° C. The mixture was heated for 75 min. Cooled down to room temperature. Water was added (15 ml) and pH adjusted to 12 with sodium hydroxide (32.5%). The mixture was extracted with toluene (15 ml). The organic phase was separated, dried over potassi... The reactants are C1=CC=CC=2C3=CC=CC=C3C(C12)COC(N[C@@H](CSC[C@@H](COC(CCCCCCCCCCCCC)=O)OC(CCCCCCCCCCCCC)=O)C(=O)O)=O ((5R,9R)-1-(9H-fluoren-9-yl)-3,12-dioxo-9-(tetradecanoyloxy)-2,11-dioxa-7-thia-4-azapentacosane-5-carboxylic acid), NCCOCCOCCOCCP(OCC)(OCC)=O (diethyl 2-(2-(2-(2-aminoethoxy)ethoxy)ethoxy)ethylphosphonate). Product: N[C@H](C(NCCOCCOCCOCCP(O)(O)=O)=O)CSC[C@@H](COC(CCCCCCCCCCCCC)=O)OC(CCCCCCCCCCCCC)=O ((14R,18R)-14-amino-13,21-dioxo-18-(tetradecanoyloxy)-3,6,9,20-tetraoxa-16-thia-12-azatetratriacontylphosphonic acid). RXN SMILES: C1C2C(COC(=O)[NH:17][C@H:18]([C:56]([OH:58])=O)[CH2:19][S:20][CH2:21][C@H:22]([O:40][C:41](=[O:55])[CH2:42][CH2:43][CH2:44][CH2:45][CH2:46][CH2:47][CH2:48][CH2:49][CH2:50][CH2:51][CH2:52][CH2:53][CH3:54])[CH2:23][O:24][C:25](=[O:39])[CH2:26][CH2:27][CH2:28][CH2:29][CH2:30][CH2:31][CH2:32][CH2:33][CH2:34][CH2:35][CH2:36][CH2:37][CH3:38])C3C(=CC=CC=3)C=2C=CC=1.[NH2:60][CH2:61][CH2:62][O:63][CH2:64][CH2:65][O:66][CH2:67][CH2:68][O:69][CH2:70][CH2:71][P:72](=[O:79])([O:76]CC)[O:73]CC>>[NH2:17][C@@H:18]([CH2:19][S:20][CH2:21][C@H:22]([O:40][C:41](=[O:55])[CH2:42][CH2:43][CH2:44][CH2:45][CH2:46][CH2:47][CH2:48][CH2:49][CH2:50][CH2:51][CH2:52][CH2:53][CH3:54])[CH2:23][O:24][C:25](=[O:39])[CH2:26][CH2:27][CH2:28][CH2:29][CH2:30][CH2:31][CH2:32][CH2:33][CH2:34][CH2:35][CH2:36][CH2:37][CH3:38])[C:56](=[O:58])[NH:60][CH2:61][CH2:62][O:63][CH2:64][CH2:65][O:66][CH2:67][CH2:68][O:69][CH2:70][CH2:71][P:72](=[O:73])([OH:79])[OH:76]. Reported procedure: The title product was prepared from (5R,9R)-1-(9H-fluoren-9-yl)-3,12-dioxo-9-(tetradecanoyloxy)-2,11-dioxa-7-thia-4-azapentacosane-5-carboxylic acid (1 eq) and diethyl 2-(2-(2-(2-aminoethoxy)ethoxy)ethoxy)ethylphosphonate (1.3 eq, from example 18, step 4) by following the procedure described for example 20, step 6-8. 1H NMR (CDCl3): δ 7.30 (br s, 1H), 5.13-5.23 (m, 2H), 4.30-4.43 (m, 2H), 4.07-4.20 (m, 2H), 3.44-3.87 (m, 11H), 2.92-3.13 (m, 3H), 2.68-2.92 (m, 4H), 2.22-2.38 (m, 4H), 1.69-2.17 (m... The reactants are CCN(CC(=O)O)Cc1c([N+](=O)[O-])ccc(Cl)c1Cl, Cl, Cl, NCC(=O)O, [Sn]. Product: CCN(CC(=O)O)Cc1c(N)ccc(Cl)c1Cl. Reaction SMILES: [CH2:2]([CH3:3])[N:4]([CH2:5][C:6](=[O:7])[OH:8])[CH2:9][c:10]1[c:11]([Cl:20])[c:12]([Cl:19])[cH:13][cH:14][c:15]1[N+:16]([O-:17])=[O:18].[ClH:1].[ClH:27].[NH2:21][CH2:22][C:23](=[O:24])[OH:25].[Sn:26]>>[CH2:2]([CH3:3])[N:4]([CH2:5][C:6](=[O:7])[OH:8])[CH2:9][c:10]1[c:11]([Cl:20])[c:12]([Cl:19])[cH:13][cH:14][c:15]1[NH2:16].